The task is: describe an organic reaction: reactants, conditions, products, and yield. This data is from the Open Reaction Database (ORD), a public repository of structured organic reaction records. Procedure: A mixture of Example 201A (10.40 g, 38.4 mmol), tert-butyldimethylsilyl chloride (6.07 g, 40.3 mmol), and imidazole (5.49 g, 80.6 mmol) in DMF (75 mL) at room temperature was stirred for 16 hours, treated with water (300 mL), and extracted with diethyl ether (3×400 mL). The combined extracts were washed with brine (100 mL), dried (Na2SO4), filtered, and concentrated. The concentrate was purified by flash column chromatography on silica gel with 10% ethyl acetate/hexanes to provide the desired pr... RXN SMILES: [I:1][C:2]1[CH:11]=[CH:10][C:9]([OH:12])=[C:8]2[C:3]=1[CH:4]=[CH:5][CH:6]=[N:7]2.[Si:13](Cl)([C:16]([CH3:19])([CH3:18])[CH3:17])([CH3:15])[CH3:14].N1C=CN=C1.O>CN(C=O)C>[Si:13]([O:12][C:9]1[CH:10]=[CH:11][C:2]([I:1])=[C:3]2[C:8]=1[N:7]=[CH:6][CH:5]=[CH:4]2)([C:16]([CH3:19])([CH3:18])[CH3:17])([CH3:15])[CH3:14]. The product is [Si](C)(C)(C(C)(C)C)OC=1C=CC(=C2C=CC=NC12)I (8-((tert-butyl(dimethyl)silyl)oxy)-5-iodoquinoline). The solvent is CN(C)C=O (DMF). Reactants: O (water), IC1=C2C=CC=NC2=C(C=C1)O (5-iodoquinolin-8-ol), [Si](C)(C)(C(C)(C)C)Cl (tert-butyldimethylsilyl chloride), N1C=NC=C1 (imidazole).